Task: describe an organic reaction: reactants, conditions, products, and yield. Dataset: the Open Reaction Database (ORD), a public repository of structured organic reaction records Starting materials: ClC1=CC(=NC=C1NC(C1=C(C=C(C(=C1)F)OCC1CC1)F)=O)OC[C@H](C)NC(OC(C)(C)C)=O (tert-butyl ((2S)-1-((4-chloro-5-((4-(cyclopropylmethoxy)-2,5-difluorobenzoyl)amino)pyridin-2-yl)oxy)propan-2-yl)carbamate), C([O-])([O-])=O.[K+].[K+] (potassium carbonate), O (water). Reagents/catalysts: [Cu]I (copper(I) iodide). Run in CN(C)C=O (DMF). Run at temperature 160 celsius, time 4 hour. Yields the product C1(CC1)COC1=CC(=C(C=C1F)C=1OC2=C(C=NC(=C2)OC[C@H](C)NC(OC(C)(C)C)=O)N1)F (tert-butyl ((2S)-1-((2-(4-(cyclopropylmethoxy)-2,5-difluorophenyl)[1,3]oxazolo[4,5-c]pyridin-6-yl)oxy)propan-2-yl)carbamate). Yield: 32.8%. As a reaction SMILES: Cl[C:2]1[C:7]([NH:8][C:9](=[O:23])[C:10]2[CH:15]=[C:14]([F:16])[C:13]([O:17][CH2:18][CH:19]3[CH2:21][CH2:20]3)=[CH:12][C:11]=2[F:22])=[CH:6][N:5]=[C:4]([O:24][CH2:25][C@@H:26]([NH:28][C:29](=[O:35])[O:30][C:31]([CH3:34])([CH3:33])[CH3:32])[CH3:27])[CH:3]=1.C(=O)([O-])[O-].[K+].[K+].O>CN(C=O)C.[Cu]I>[CH:19]1([CH2:18][O:17][C:13]2[C:14]([F:16])=[CH:15][C:10]([C:9]3[O:23][C:2]4[CH:3]=[C:4]([O:24][CH2:25][C@@H:26]([NH:28][C:29](=[O:35])[O:30][C:31]([CH3:34])([CH3:33])[CH3:32])[CH3:27])[N:5]=[CH:6][C:7]=4[N:8]=3)=[C:11]([F:22])[CH:12]=2)[CH2:21][CH2:20]1 |f:1.2.3|. Procedure: A suspension of tert-butyl ((2S)-1-((4-chloro-5-((4-(cyclopropylmethoxy)-2,5-difluorobenzoyl)amino)pyridin-2-yl)oxy)propan-2-yl)carbamate (5.39 g), potassium carbonate (2.91 g) and copper(I) iodide (201 mg) in DMF (30 mL) was stirred at 160° C. for 4 hr under microwave irradiation. To the reaction mixture was added water, and the obtained mixture was extracted with ethyl acetate. The extract was washed with saturated brine, and subjected to silica gel column chromatography (NH, ethyl acetate). T... Reactants: COCCOC, CO, Cc1c(C(=O)Cl)ccn1-c1ccc2ccccc2n1, Cl, Cl, Cl, N=C(N)N, [Na], O. Yields the product Cl, Cc1c(C(=O)NC(=N)N)ccn1-c1ccc2ccccc2n1. RXN SMILES: [CH3:28][O:29][CH2:30][CH2:31][O:32][CH3:33].[CH3:35][OH:36].[Cl:8][C:9](=[O:10])[c:11]1[c:12]([CH3:26])[n:13](-[c:16]2[n:17][c:18]3[cH:19][cH:20][cH:21][cH:22][c:23]3[cH:24][cH:25]2)[cH:14][cH:15]1.[ClH:27].[ClH:2].[ClH:7].[NH2:3][C:4](=[NH:5])[NH2:6].[Na:1].[OH2:34]>>[ClH:8].[NH:3]=[C:4]([NH:5][C:9](=[O:10])[c:11]1[c:12]([CH3:26])[n:13](-[c:16]2[n:17][c:18]3[cH:19][cH:20][cH:21][cH:22][c:23]3[cH:24][cH:25]2)[cH:14][cH:15]1)[NH2:6]. Yields the product Cc1cc(-n2ccc(-c3ccc(C(F)(F)F)cc3)cc2=O)ccc1N. Reaction SMILES: [CH3:1][c:2]1[cH:3][c:4](-[n:11]2[c:12](=[O:27])[cH:13][c:14](-[c:17]3[cH:18][cH:19][c:20]([C:23]([F:24])([F:25])[F:26])[cH:21][cH:22]3)[cH:15][cH:16]2)[cH:5][cH:6][c:7]1[N+:8]([O-:9])=[O:10].[CH3:31][CH2:32][OH:33].[Cl-:28].[Fe:30].[NH4+:29].[OH2:34]>>[CH3:1][c:2]1[cH:3][c:4](-[n:11]2[c:12](=[O:27])[cH:13][c:14](-[c:17]3[cH:18][cH:19][c:20]([C:23]([F:24])([F:25])[F:26])[cH:21][cH:22]3)[cH:15][cH:16]2)[cH:5][cH:6][c:7]1[NH2:8]. Starting materials: Cc1cc(-n2ccc(-c3ccc(C(F)(F)F)cc3)cc2=O)ccc1[N+](=O)[O-], CCO, [Cl-], [Fe], [NH4+], O. The product is BrC1=NC=CC=C1CNCCC1OCCO1 (N-((2-Bromo(3-pyridyl))methyl)-2-(1,3-dioxolan-2-yl)ethylamine). Run at time 2 hour. Reactants: BrC1=NC=CC=C1C=O (2-bromopyridine-3-carbaldehyde), O1C(OCC1)CCN (2-(1,3-dioxolan-2-yl)ethylamine), C(C)(=O)O[BH-](OC(C)=O)OC(C)=O.[Na+] (sodium triacetoxyborohydride), C(C)(=O)O (acetic acid). Run in ClCCCl (1,2-dichloroethane). As a reaction SMILES: [Br:1][C:2]1[C:7]([CH:8]=O)=[CH:6][CH:5]=[CH:4][N:3]=1.[O:10]1[CH2:14][CH2:13][O:12][CH:11]1[CH2:15][CH2:16][NH2:17].C(O[BH-](OC(=O)C)OC(=O)C)(=O)C.[Na+].C(O)(=O)C>ClCCCl>[Br:1][C:2]1[C:7]([CH2:8][NH:17][CH2:16][CH2:15][CH:11]2[O:12][CH2:13][CH2:14][O:10]2)=[CH:6][CH:5]=[CH:4][N:3]=1 |f:2.3|. Procedure details: To a solution of 2-bromopyridine-3-carbaldehyde (3.53 g, 19.0 mmol, 1.0 eq) (Melnyk et al., Synthetic Commun. 23(19):2727-2730, 1993) in 1,2-dichloroethane (50 mL) was added 2-(1,3-dioxolan-2-yl)ethylamine (TCI-GR, 2.67 g, 22.8 mmol, 1.2 eq), sodium triacetoxyborohydride (Aldrich, 1.61 g, 76 mmol, 4.0 eq) and glacial acetic acid (1.14 g, 19 mmol, 1.0 eq). The reaction mixture was stirred under nitrogen at room temperature for 2 h. The reaction was quenched with 1.0 N aqueous NaOH to about pH 8 a... Reactants: COc1ccc(C(Cl)(c2ccccc2)c2ccc(OC)cc2)cc1, Cc1ccccc1, ClCCl, [Na+], COC12OCCC1(O)C(CO)OC2n1cc(C)c(=O)[nH]c1=O, O=C([O-])O, c1ccncc1. Yields the product COc1ccc(C(OCC2OC(n3cc(C)c(=O)[nH]c3=O)C3(OC)OCCC23O)(c2ccccc2)c2ccc(OC)cc2)cc1. Reaction SMILES: [CH3:23][O:24][c:25]1[cH:26][cH:27][c:28]([C:29]([c:30]2[cH:31][cH:32][c:33]([O:36][CH3:37])[cH:34][cH:35]2)([c:38]2[cH:39][cH:40][cH:41][cH:42][cH:43]2)[Cl:44])[cH:45][cH:46]1.[CH3:47][c:48]1[cH:49][cH:50][cH:51][cH:52][cH:53]1.[Cl:65][CH2:66][Cl:67].[Na+:54].[OH:1][C:2]12[CH2:3][CH2:4][O:5][C:6]1([O:21][CH3:22])[CH:7]([n:12]1[c:13](=[O:14])[nH:15][c:16](=[O:17])[c:18]([CH3:19])[cH:20]1)[O:8][CH:9]2[CH2:10][OH:11].[OH:55][C:56](=[O:57])[O-:58].[cH:59]1[cH:60][cH:61][n:62][cH:63][cH:64]1>>[OH:1][C:2]12[CH2:3][CH2:4][O:5][C:6]1([O:21][CH3:22])[CH:7]([n:12]1[c:13](=[O:14])[nH:15][c:16](=[O:17])[c:18]([CH3:19])[cH:20]1)[O:8][CH:9]2[CH2:10][O:11][C:29]([c:28]1[cH:27][cH:26][c:25]([O:24][CH3:23])[cH:46][cH:45]1)([c:30]1[cH:31][cH:32][c:33]([O:36][CH3:37])[cH:34][cH:35]1)[c:38]1[cH:39][cH:40][cH:41][cH:42][cH:43]1. The reactants are Cl (hydrochloric acid), P([O-])([O-])([O-])=S.[Na+].[Na+].[Na+] (trisodium phosphorothioate), Cl.ON=C1CN(CC1)C(CCl)=N (2-(3-hydroxyiminopyrrolidin-1-yl)-2-iminoethylchloride hydrochloride), ice water. Solvent: O (water). Reaction conditions: time 1 hour. The product is Cl.ON=C1CN(CC1)C(CS)=N (2-(3-hydroxyiminopyrrolidin-1-yl)-2-iminoethylmercaptan hydrochloride). Isolated yield 64.5%. As a reaction SMILES: P(=[S:5])([O-])([O-])[O-].[Na+].[Na+].[Na+].Cl.[OH:10][N:11]=[C:12]1[CH2:16][CH2:15][N:14]([C:17](=[NH:20])[CH2:18][Cl:19])[CH2:13]1.Cl>O>[ClH:19].[OH:10][N:11]=[C:12]1[CH2:16][CH2:15][N:14]([C:17](=[NH:20])[CH2:18][SH:5])[CH2:13]1 |f:0.1.2.3,4.5,8.9|. Procedure: 945 mg of trisodium phosphorothioate were added to a solution of 1.05 g of 2-(3-hydroxyiminopyrrolidin-1-yl)-2-iminoethylchloride hydrochloride in 6.4 ml of water, cooled with ice-water, and the mixture was stirred at room temperature for about one hour. 5.2 ml of 1N hydrochloric acid were added, and the mixture was heated at 65° C. for 30 minutes and then concentrated under reduced pressure. The concentrate was mixed with 5.2 ml of methanol, insolubles were filtered off, and the filtrate was co...